Dataset: the Open Reaction Database (ORD), a public repository of structured organic reaction records. Task: describe an organic reaction: reactants, conditions, products, and yield The reactants are N1=CC=CC=C1 (pyridine), CC([C@H](C(=O)OC(C1=CC=CC=C1)C1=CC=CC=C1)N1[C@H]2OC(=N[C@H]2C1=O)C1=CC=CC=C1)=C (diphenylmethyl (2R)-3-methyl-2-((1R,5S)-3-phenyl-7-oxo-4-oxa-2,6-diazabicyclo[3,2,0]hept-2-en-6-yl)-3-butenoate), ClCl (chlorine). Run in C(C)(=O)OCC (ethyl acetate), C(Cl)(Cl)(Cl)Cl (carbon tetrachloride). Yields the product C1(=CC=CC=C1)C1=N[C@H]2C(N([C@H]2O1)[C@@H](C(=O)OC(C1=CC=CC=C1)C1=CC=CC=C1)C(=C)CCl)=O (diphenylmethyl (2R)-2-[(1R,5S)-3-phenyl-7-oxo-4-oxa-2,6-diazabicylo[3,2,0]hept-2-en-6-yl]-3-chloromethyl-3-butenoate). Reaction SMILES: [CH3:1][C:2](=[CH2:34])[C@@H:3]([N:20]1[C:26](=[O:27])[C@H:25]2[C@@H:21]1[O:22][C:23]([C:28]1[CH:33]=[CH:32][CH:31]=[CH:30][CH:29]=1)=[N:24]2)[C:4]([O:6][CH:7]([C:14]1[CH:19]=[CH:18][CH:17]=[CH:16][CH:15]=1)[C:8]1[CH:13]=[CH:12][CH:11]=[CH:10][CH:9]=1)=[O:5].[Cl:35]Cl.N1C=CC=CC=1>C(OCC)(=O)C.C(Cl)(Cl)(Cl)Cl>[C:28]1([C:23]2[O:22][C@H:21]3[C@H:25]([C:26](=[O:27])[N:20]3[C@H:3]([C:2]([CH2:1][Cl:35])=[CH2:34])[C:4]([O:6][CH:7]([C:14]3[CH:19]=[CH:18][CH:17]=[CH:16][CH:15]=3)[C:8]3[CH:9]=[CH:10][CH:11]=[CH:12][CH:13]=3)=[O:5])[N:24]=2)[CH:33]=[CH:32][CH:31]=[CH:30][CH:29]=1. Procedure details: A solution of 100 mg of Compound (1a) in ethyl acetate is reacted with a solution (2.0 molar equivalents) of chlorine in carbon tetrachloride at room temperature. The obtained product is treated with 1.2 equivalents of pyridine for 45 minutes under ice cooling, instead of chromatography of silica gel, to yield 110 mg of Compound (7). The reagents and catalysts are COC1=NC(=NC(=N1)Cl)OC (CDMT), CN1CCOCC1 (NMM). Product: COc1ccc(S(=O)(=O)NC(=O)c2ccnc(C(F)(F)F)c2)cc1. Starting materials: O=C(O)c1ccnc(C(F)(F)F)c1, COc1ccc(S(N)(=O)=O)cc1. The solvent is CN(C)C=O (DMF), CN(C)C=O (DMF), CN(C)C=O (DMF), CN(C)C=O (DMF), CN(C)C=O (DMF), CN(C)C=O (DMF). Reaction conditions: temperature 25 celsius, time 2 hour. The yield is 2.6%. RXN SMILES: COc1ccc(S(N)(=O)=O)cc1.O=C(O)c1ccnc(C(F)(F)F)c1.COC1=NC(=NC(=N1)Cl)OC.CN1CCOCC1.CN(C)C=O>>COc1ccc(S(=O)(=O)NC(=O)c2ccnc(C(F)(F)F)c2)cc1.